Dataset: the Open Reaction Database (ORD), a public repository of structured organic reaction records. Task: describe an organic reaction: reactants, conditions, products, and yield The solvent is ClCCl (dichloromethane), ClCCl (dichloromethane), ClCCl (dichloromethane), ClCCl (dichloromethane). RXN SMILES: C(Cl)(=O)C(Cl)=O.CS(C)=O.[C:11]([O:15][C:16]([N:18]1[CH2:22][C@H:21]([OH:23])[CH2:20][C@H:19]1[CH2:24][O:25][C:26](=[O:36])[C:27]1[CH:32]=[CH:31][C:30]([N+:33]([O-:35])=[O:34])=[CH:29][CH:28]=1)=[O:17])([CH3:14])([CH3:13])[CH3:12].C(N(CC)C(C)C)(C)C>ClCCl>[C:11]([O:15][C:16]([N:18]1[CH2:22][C:21](=[O:23])[CH2:20][C@H:19]1[CH2:24][O:25][C:26](=[O:36])[C:27]1[CH:28]=[CH:29][C:30]([N+:33]([O-:35])=[O:34])=[CH:31][CH:32]=1)=[O:17])([CH3:14])([CH3:12])[CH3:13]. Reactants: C(C(=O)Cl)(=O)Cl (oxalyl chloride), CS(=O)C (dimethyl sulfoxide), C(C)(C)(C)OC(=O)N1[C@@H](C[C@H](C1)O)COC(C1=CC=C(C=C1)[N+](=O)[O-])=O ((2S,4R)-4-hydroxy-2-(4-nitro-benzoyloxymethyl)-pyrrolidine-1-carboxylic acid tert-butyl ester), C(C)(C)(C)OC(=O)N1[C@@H](C[C@H](C1)O)COC(C1=CC=C(C=C1)[N+](=O)[O-])=O ((2S,4R)-4-hydroxy-2-(4-nitro-benzoyloxymethyl)-pyrrolidine-1-carboxylic acid tert-butyl ester), C(C)(C)N(C(C)C)CC (N,N-diisopropylethylamine). Run at time 30 minute. The yield is 70.0%. Product: C(C)(C)(C)OC(=O)N1[C@@H](CC(C1)=O)COC(C1=CC=C(C=C1)[N+](=O)[O-])=O ((S)-2-(4-Nitro-benzoyloxymethyl)-4-oxo-pyrrolidine-1-carboxylic acid tert-butyl ester), solid. Procedure: To a solution of oxalyl chloride (23.5 ml, 246 mmol) in dichloromethane (400 ml), which was cooled to −75° C., dimethyl sulfoxide (35 ml, 492 mmol) in dichloromethane (60 ml) was added in 20 minutes. After 30 minutes at −70° C., a solution of (2S,4R)-4-hydroxy-2-(4-nitro-benzoyloxymethyl)-pyrrolidine-1-carboxylic acid tert-butyl ester (intermediate 55, 45 g, 123 mmol) in dichloromethane (300 ml) was added dropwise. After 2 hours at −70° C., N,N-diisopropylethylamine (60 ml) was added in 10 minut...